From a dataset of the Open Reaction Database (ORD), a public repository of structured organic reaction records. describe an organic reaction: reactants, conditions, products, and yield Starting materials: Cl.COC1=CC=C(C=C1)CN1C(C(=O)O)CCCC1 (N-(4-methoxyphenylmethyl)pipecolinic acid hydrochloride), ( 10 ), ( 53 ), ( 100 ), ( 31 ), ( 27 ), 1,3,4,11a-tetrahydro-9-methoxy-2H-benzo[b]quinolizin-11(6R), ( 53 ), ( 83 ). The solvent is CCOCC (ether). Yields the product COC=1C=CC2=C(C(C3CCCCN3C2)=O)C1 (1,3,4,11a-Tetrahydro-9-methoxy-2H-benzo[b]quinolizin-11(6H)-one). As a reaction SMILES: Cl.[CH3:2][O:3][C:4]1[CH:9]=[CH:8][C:7]([CH2:10][N:11]2[CH2:19][CH2:18][CH2:17][CH2:16][CH:12]2[C:13]([OH:15])=O)=[CH:6][CH:5]=1>CCOCC>[CH3:2][O:3][C:4]1[CH:5]=[CH:6][C:7]2[CH2:10][N:11]3[CH:12]([CH2:16][CH2:17][CH2:18][CH2:19]3)[C:13](=[O:15])[C:8]=2[CH:9]=1 |f:0.1|. Procedure: By the above procedure, N-(4-methoxyphenylmethyl)pipecolinic acid hydrochloride (2.98 g) was converted to 1,3,4,11a-tetrahydro-9-methoxy-2H-benzo[b]quinolizin-11(6R)-one (950 mg): mp 117-119° C. (ether); 1H NMR (300 MHz) δ 7.48 (d, J=2.7 Hz, 1 H), 7.14 (d, J=8.4 Hz, 1 H), 7.08 (dd, J=8.4, 2.7 Hz, 1 H), 3.84 (s, Me), 3.84(d, J=14.8 Hz, 1 H), 3.61 (d, J=14.8 Hz, 1 H), 3.08 (br d, J=11.1 Hz, 1 H), 2.74 (br d, J=10.1 Hz, 1 H), 2.42 (m 1 H), 2.34 (td, J=11.3, 3.6 Hz, 1 H), 1.90 (m, 1 H), 1.15-1.80 (m... Reactants: C1CCOC1, CC(C)Oc1ccc2c(c1)C(NC(=O)C(F)(F)F)CC2=O, COc1ccc2c(c1)C(N=[N+]=[N-])C(O)C2. The product is CC(C)Oc1ccc2c(c1)C(NC(=O)C(F)(F)F)CC2O. As a reaction SMILES: [CH2:37]1[O:38][CH2:39][CH2:40][CH2:41]1.[F:16][C:17]([C:18](=[O:19])[NH:20][CH:21]1[CH2:22][C:23](=[O:34])[c:24]2[cH:25][cH:26][c:27]([O:30][CH:31]([CH3:32])[CH3:33])[cH:28][c:29]21)([F:35])[F:36].[N:1]([CH:2]1[c:3]2[c:4]([cH:5][cH:6][c:7]([O:8][CH3:9])[cH:10]2)[CH2:11][CH:12]1[OH:13])=[N+:14]=[N-:15]>>[F:16][C:17]([C:18](=[O:19])[NH:20][CH:21]1[CH2:22][CH:23]([OH:34])[c:24]2[cH:25][cH:26][c:27]([O:30][CH:31]([CH3:32])[CH3:33])[cH:28][c:29]21)([F:35])[F:36]. The reactants are O=C([O-])[O-], CC(C)(C)c1cc2nn[nH]c(=O)c2[se]1, CC(C)=O, [I-], CI, [K+], [K+], [K+]. The product is Cn1nnc2cc(C(C)(C)C)[se]c2c1=O. As a reaction SMILES: [C:15](=[O:16])([O-:17])[O-:18].[C:1]([CH3:2])([CH3:3])([CH3:4])[c:5]1[cH:6][c:7]2[n:8][n:9][nH:10][c:11](=[O:14])[c:12]2[se:13]1.[CH3:25][C:26](=[O:27])[CH3:28].[I-:24].[I:21][CH3:22].[K+:19].[K+:20].[K+:23]>>[C:1]([CH3:2])([CH3:3])([CH3:4])[c:5]1[cH:6][c:7]2[n:8][n:9][n:10]([CH3:15])[c:11](=[O:14])[c:12]2[se:13]1. Starting materials: N#CCBr, CN(C)C=O, CCOC(C)=O, [H-], [Na+], Oc1cccc2[nH]ccc12. The product is N#CCOc1cccc2[nH]ccc12. RXN SMILES: [Br:13][CH2:14][C:15]#[N:16].[CH3:17][N:18]([CH3:19])[CH:20]=[O:21].[CH3:22][CH2:23][O:24][C:25](=[O:26])[CH3:27].[H-:12].[Na+:11].[OH:1][c:2]1[c:3]2[cH:4][cH:5][nH:6][c:7]2[cH:8][cH:9][cH:10]1>>[O:1]([c:2]1[c:3]2[cH:4][cH:5][nH:6][c:7]2[cH:8][cH:9][cH:10]1)[CH2:14][C:15]#[N:16]. Reactants: ClC=1C=CC2=C(C(=NCC(=N2)NN)C2=C(C=CC=C2F)F)C1 (7-chloro-5(2,6-difluorophenyl)-3H-1,4-benzodiazepin-2-yl hydrazine), ClCC(=O)Cl (chloroacetyl chloride), C(C)(=O)[O-].[Na+] (sodium acetate). The product is N1C=CN=CC2=C1C=CC=C2 (1,4-benzodiazepine). RXN SMILES: Cl[C:2]1[CH:3]=[CH:4][C:5]2[N:11]=[C:10](NN)[CH2:9][N:8]=[C:7](C3C(F)=CC=CC=3F)[C:6]=2[CH:22]=1.ClCC(Cl)=O.C([O-])(=O)C.[Na+]>>[NH:11]1[C:5]2[CH:4]=[CH:3][CH:2]=[CH:22][C:6]=2[CH:7]=[N:8][CH:9]=[CH:10]1 |f:2.3|. Procedure: In the manner given in Preparation 10, 7-chloro-5(2,6-difluorophenyl)-3H-1,4-benzodiazepin-2-yl hydrazine is reacted with chloroacetyl chloride and after 1.5 hours with sodium acetate, then the mixture is refluxed to give 8-chloro-1-(chloromethyl)-6-(2,6-difluorophenyl)-4H-s-triazolo[4,3-a][1,4-benzodiazepine. Preparation 14 8-Nitro-1-(bromomethyl)-6-(o-chlorophenyl)-4H-s-triazolo[4,3-a][1,4]benzodiazepine Reactants: Brc1cnc2[nH]ccc2c1, CO, COc1ccc(F)c(Cl)c1C=O, [K+], [OH-]. Product: COc1ccc(F)c(Cl)c1C(O)c1c[nH]c2ncc(Br)cc12. RXN SMILES: [Br:13][c:14]1[cH:15][c:16]2[cH:17][cH:18][nH:19][c:20]2[n:21][cH:22]1.[CH3:25][OH:26].[Cl:1][c:2]1[c:3]([CH:4]=[O:5])[c:6]([O:11][CH3:12])[cH:7][cH:8][c:9]1[F:10].[K+:24].[OH-:23]>>[Cl:1][c:2]1[c:3]([CH:4]([OH:5])[c:17]2[c:16]3[cH:15][c:14]([Br:13])[cH:22][n:21][c:20]3[nH:19][cH:18]2)[c:6]([O:11][CH3:12])[cH:7][cH:8][c:9]1[F:10]. The reactants are COc1cc(Nc2ncnc3cc(OCC4CCN(C(=O)OC(C)(C)C)CC4)cc(OC4CCOCC4)c23)c(Cl)cc1Cl, O=C(O)C(F)(F)F. The product is COc1cc(Nc2ncnc3cc(OCC4CCNCC4)cc(OC4CCOCC4)c23)c(Cl)cc1Cl. RXN SMILES: [Cl:1][c:2]1[c:3]([NH:4][c:5]2[n:6][cH:7][n:8][c:9]3[cH:10][c:11]([O:22][CH2:23][CH:24]4[CH2:25][CH2:26][N:27]([C:30]([O:31][C:32]([CH3:33])([CH3:34])[CH3:35])=[O:36])[CH2:28][CH2:29]4)[cH:12][c:13]([O:15][CH:16]4[CH2:17][CH2:18][O:19][CH2:20][CH2:21]4)[c:14]23)[cH:37][c:38]([O:42][CH3:43])[c:39]([Cl:41])[cH:40]1.[OH:44][C:45]([C:46]([F:47])([F:48])[F:49])=[O:50]>>[Cl:1][c:2]1[c:3]([NH:4][c:5]2[n:6][cH:7][n:8][c:9]3[cH:10][c:11]([O:22][CH2:23][CH:24]4[CH2:25][CH2:26][NH:27][CH2:28][CH2:29]4)[cH:12][c:13]([O:15][CH:16]4[CH2:17][CH2:18][O:19][CH2:20][CH2:21]4)[c:14]23)[cH:37][c:38]([O:42][CH3:43])[c:39]([Cl:41])[cH:40]1. Starting materials: C1CCNCC1, COc1ccc(N2C(=O)CNC2=S)cc1, CCO, COc1cc(C=O)ccc1-n1cnc(C)c1. Product: COc1ccc(N2C(=O)C(=Cc3ccc(-n4cnc(C)c4)c(OC)c3)NC2=S)cc1. Reaction SMILES: [CH2:1]1[CH2:2][CH2:3][NH:4][CH2:5][CH2:6]1.[CH3:23][O:24][c:25]1[cH:26][cH:27][c:28]([N:31]2[C:32](=[S:37])[NH:33][CH2:34][C:35]2=[O:36])[cH:29][cH:30]1.[CH3:38][CH2:39][OH:40].[CH3:7][O:8][c:9]1[cH:10][c:11]([CH:12]=[O:13])[cH:14][cH:15][c:16]1-[n:17]1[cH:18][n:19][c:20]([CH3:22])[cH:21]1>>[CH3:7][O:8][c:9]1[cH:10][c:11]([CH:12]=[C:34]2[NH:33][C:32](=[S:37])[N:31]([c:28]3[cH:27][cH:26][c:25]([O:24][CH3:23])[cH:30][cH:29]3)[C:35]2=[O:36])[cH:14][cH:15][c:16]1-[n:17]1[cH:18][n:19][c:20]([CH3:22])[cH:21]1.